From a dataset of the Open Reaction Database (ORD), a public repository of structured organic reaction records. describe an organic reaction: reactants, conditions, products, and yield Starting materials: C(C)(C)(C)C=1C=C(C(=C(C=O)C1)O)C(C)C (5-(tert-butyl)-2-hydroxy-3-isopropylbenzaldehyde), C(C)(C)(C)C1=CC(=C(C=C1)O)C(C)C (4-(tert-butyl)-2-isopropylphenol), S(=O)(Cl)Cl (thionyl chloride). Procedure details: Compound 3 was synthesized as described elsewhere with minor modifications.6 Briefly, a sample of 5-(tert-butyl)-2-hydroxy-3-isopropylbenzaldehyde (2) (5.08 g, 24.3 mmol) was combined with 2 equivalents of 4-(tert-butyl)-2-isopropylphenol (1) (9.17 g, 47.7 mmol) and 14 mL of methanol in a 100 mL schlenk flask. With a sodium carbonate trap connected to the reaction flask, the reaction mixture was cooled to 0° C. and thionyl chloride (11.4 mL, 157.7 mmol) was added dropwise causing an immediate ch... Yield: 96.5%. RXN SMILES: [C:1]([C:5]1[CH:6]=[C:7]([CH:14]([CH3:16])[CH3:15])[C:8]([OH:13])=[C:9]([CH:12]=1)[CH:10]=O)([CH3:4])([CH3:3])[CH3:2].[C:17]([C:21]1[CH:26]=[CH:25][C:24]([OH:27])=[C:23]([CH:28]([CH3:30])[CH3:29])[CH:22]=1)([CH3:20])([CH3:19])[CH3:18].S(Cl)(Cl)=O>CO>[CH:10]([C:9]1[C:8]([OH:13])=[C:7]([CH:14]([CH3:15])[CH3:16])[CH:6]=[C:5]([C:1]([CH3:3])([CH3:2])[CH3:4])[CH:12]=1)([C:9]1[C:8]([OH:13])=[C:7]([CH:14]([CH3:16])[CH3:15])[CH:6]=[C:5]([C:1]([CH3:2])([CH3:4])[CH3:3])[CH:12]=1)[C:25]1[C:24]([OH:27])=[C:23]([CH:28]([CH3:30])[CH3:29])[CH:22]=[C:21]([C:17]([CH3:20])([CH3:19])[CH3:18])[CH:26]=1. The product is C(C1=CC(=CC(=C1O)C(C)C)C(C)(C)C)(C1=CC(=CC(=C1O)C(C)C)C(C)(C)C)C1=CC(=CC(=C1O)C(C)C)C(C)(C)C (6,6′,6″-methanetriyltris(4-(tert-butyl)-2-isopropylphenol)). Run in CO (methanol). Run at temperature 0 celsius, time 8 hour. Reactants: C(=O)(OC(C)(C)C)N[C@@H](CC1=CC=C(C=C1)OCCOC)[C@@H]1CCC(O1)=O (5(S)-[1(S)-(Boc-amino)-2-[p-(2-methoxyethoxy)phenyl]ethyl]dihydrofuran-2-(3H)-one), C(C1=CC=CC=C1)OC1=CC=C(CI)C=C1 (p-benzyloxybenzyl iodide), C(CC)(=O)O (propionic acid), solution, C[Si](C)(C)[N-][Si](C)(C)C.[Li+] (lithium bis(trimethylsilyl)amide). Solvent: C(C)(=O)OCC (ethyl acetate), C1CCOC1 (THF), O (water), C1CCOC1 (THF), CN1CCCN(C1=O)C (DMPU), C1CCOC1 (THF). Reaction conditions: temperature 0 celsius, time 15 minute. Product: C(=O)(OC(C)(C)C)N[C@@H](CC1=CC=C(C=C1)OCCOC)[C@@H]1C[C@H](C(O1)=O)CC1=CC=C(C=C1)OCC1=CC=CC=C1 (5(S)-[1(S)-(Boc-Amino)-2-[p-(2-methoxyethoxy)phenyl]ethyl]-3(R)-[(p-benzyloxyphenyl)methyl]dihydrofuran-2-(3H)-one). As a reaction SMILES: [C:1]([NH:8][C@H:9]([C@H:22]1[O:26][C:25](=[O:27])[CH2:24][CH2:23]1)[CH2:10][C:11]1[CH:16]=[CH:15][C:14]([O:17][CH2:18][CH2:19][O:20][CH3:21])=[CH:13][CH:12]=1)([O:3][C:4]([CH3:7])([CH3:6])[CH3:5])=[O:2].C[Si]([N-][Si](C)(C)C)(C)C.[Li+].[CH2:38]([O:45][C:46]1[CH:53]=[CH:52][C:49]([CH2:50]I)=[CH:48][CH:47]=1)[C:39]1[CH:44]=[CH:43][CH:42]=[CH:41][CH:40]=1.C(O)(=O)CC>C1COCC1.CN1C(=O)N(C)CCC1.C(OCC)(=O)C.O>[C:1]([NH:8][C@H:9]([C@H:22]1[O:26][C:25](=[O:27])[C@H:24]([CH2:50][C:49]2[CH:52]=[CH:53][C:46]([O:45][CH2:38][C:39]3[CH:44]=[CH:43][CH:42]=[CH:41][CH:40]=3)=[CH:47][CH:48]=2)[CH2:23]1)[CH2:10][C:11]1[CH:16]=[CH:15][C:14]([O:17][CH2:18][CH2:19][O:20][CH3:21])=[CH:13][CH:12]=1)([O:3][C:4]([CH3:7])([CH3:6])[CH3:5])=[O:2] |f:1.2|. Reported procedure: Under an N2 atmosphere, 3,6 g (9,48 mmol) of 5(S)-[1(S)-(Boc-amino)-2-[p-(2-methoxyethoxy)phenyl]ethyl]dihydrofuran-2-(3H)-one, dissolved in 17.3 ml of THF and 1.9 ml of DMPU, are deprotonated, at -70° C., with 18.58 ml of a 1M solution of lithium bis(trimethylsilyl)amide in THF, and, after 15 min, alkylated with 3.07 g (9.48 mmol) of p-benzyloxybenzyl iodide (Example 1d)) in 6 ml of THF. After 30 min at -75° C., the mixture is protonated with 3.53 ml (47.4 mmol) of propionic acid and 3.53 ml of... The reactants are C(C)(C)(C)OC(=O)NCC(CC(=O)OCC)=O (ethyl 4-((tert-butoxycarbonyl)amino)-3-oxobutanoate), C(=O)([O-])[O-].[K+].[K+] (K2CO3), BrCC(=O)C1=C2N=C(C(=NC2=CC=C1)C)NC1(CC1)C (2-bromo-1-(2-methyl-3-((1-methylcyclopropyl)amino)-5-quinoxalinyl)ethanone), C1CCOC1 (THF). Solvent: CCO (EtOH), [NH4+].[Cl-] (NH4Cl). Conditions: time 16 hour. The product is C(C)(C)(C)OC(=O)NCC(C(C(=O)OCC)CC(=O)C1=C2N=C(C(=NC2=CC=C1)C)NC1(CC1)C)=O (Ethyl 4-((tert-butoxycarbonyl)amino)-2-(2-(2-methyl-3-((1-methylcyclopropyl)amino)quinoxalin-5-yl)-2-oxoethyl)-3-oxobutanoate). Reaction SMILES: [C:1]([O:5][C:6]([NH:8][CH2:9][C:10](=[O:17])[CH2:11][C:12]([O:14][CH2:15][CH3:16])=[O:13])=[O:7])([CH3:4])([CH3:3])[CH3:2].C([O-])([O-])=O.[K+].[K+].Br[CH2:25][C:26]([C:28]1[CH:37]=[CH:36][CH:35]=[C:34]2[C:29]=1[N:30]=[C:31]([NH:39][C:40]1([CH3:43])[CH2:42][CH2:41]1)[C:32]([CH3:38])=[N:33]2)=[O:27].C1COCC1>[NH4+].[Cl-].CCO>[C:1]([O:5][C:6]([NH:8][CH2:9][C:10](=[O:17])[CH:11]([CH2:25][C:26]([C:28]1[CH:37]=[CH:36][CH:35]=[C:34]2[C:29]=1[N:30]=[C:31]([NH:39][C:40]1([CH3:43])[CH2:42][CH2:41]1)[C:32]([CH3:38])=[N:33]2)=[O:27])[C:12]([O:14][CH2:15][CH3:16])=[O:13])=[O:7])([CH3:3])([CH3:4])[CH3:2] |f:1.2.3,6.7|. Reported procedure: To a 25-mL round-bottomed flask was added ethyl 4-((tert-butoxycarbonyl)amino)-3-oxobutanoate (601) (0.60 g, 2.44 mmol), K2CO3 (0.56 g, 4.07 mmol), 2-bromo-1-(2-methyl-3-((1-methylcyclopropyl)amino)quinoxalin-5-yl)ethanone (611) (0.54 g, 1.63 mmol), THF (6 mL), and EtOH (6 mL). The reaction mixture was stirred at RT for 16 h and diluted with sat NH4Cl (5 mL) and extracted with EtOAc (10 mL). The organic extract was washed with water (5 mL), dried over Na2SO4 and concentrated. Ethyl 4-((tert-buto... Starting materials: O[C@H](CC(=O)OC)CCCCCCCCCCC (methyl (S)-3-hydroxytetradecanoate), C(C)(C)(C)[Si](Cl)(C)C (t-butyldimethylchlorosilane), O (water), N1C=NC=C1 (imidazole). The solvent is CN(C)C=O (DMF). Run at time 17 hour. Product: O([Si](C)(C)C(C)(C)C)[C@H](CC(=O)OC)CCCCCCCCCCC (methyl (S)-3-(t-butyldimethylsiloxy)tetradecanoate). As a reaction SMILES: [OH:1][C@@H:2]([CH2:8][CH2:9][CH2:10][CH2:11][CH2:12][CH2:13][CH2:14][CH2:15][CH2:16][CH2:17][CH3:18])[CH2:3][C:4]([O:6][CH3:7])=[O:5].[C:19]([Si:23]([CH3:26])([CH3:25])Cl)([CH3:22])([CH3:21])[CH3:20].N1C=CN=C1.O>CN(C=O)C>[O:1]([C@@H:2]([CH2:8][CH2:9][CH2:10][CH2:11][CH2:12][CH2:13][CH2:14][CH2:15][CH2:16][CH2:17][CH3:18])[CH2:3][C:4]([O:6][CH3:7])=[O:5])[Si:23]([C:19]([CH3:22])([CH3:21])[CH3:20])([CH3:26])[CH3:25]. Procedure details: 12.9 g of methyl (S)-3-hydroxytetradecanoate are dissolved in 50 ml of DMF under argon 9.0 g of t-butyldimethylchlorosilane are added thereto, 8.5 g of imidazole are then added portionwise and the mixture is left to stir for 17 hours. The reaction mixture is poured into 300 ml of water and extracted three times with 50 ml of diethyl ether. The combined organic phases are dried, filtered and evaporated. By distillation at 140°-145° C./0.07 mm there is obtained methyl (S)-3-(t-butyldimethylsiloxy)... Procedure: A suspension of 8-trifluoromethylguanine (Pfleiderer and Shanshal, Liebigs Ann. Chem., 726, 201-215 (1969)) (2.0 g, 9.1 mmol) in phosphorous oxychloride (20 mL) was refluxed for 3 h. Excess phosphorous oxychloride was evaporated under reduced pressure. The resulting residue was mixed with ice-water (100 g), and the pH was adjusted to 3-4 with a concentrated aqueous NaOH solution. The resulting solution was mixed with MeOH (100 mL) and approximately half (i.e., 100 mL) of the aqueous methanol sol... Reactants: FC(C1=NC=2N=C(NC(C2N1)=O)N)(F)F (8-trifluoromethylguanine), P(=O)(Cl)(Cl)Cl (phosphorous oxychloride). Yields the product NC1=NC(=C2NC(=NC2=N1)C(F)(F)F)Cl (2-amino-6-chloro-8-trifluoromethylpurine). RXN SMILES: [F:1][C:2]([F:15])([F:14])[C:3]1[NH:11][C:10]2[C:9](=O)[NH:8][C:7]([NH2:13])=[N:6][C:5]=2[N:4]=1.P(Cl)(Cl)([Cl:18])=O>>[NH2:13][C:7]1[N:6]=[C:5]2[C:10]([NH:11][C:3]([C:2]([F:15])([F:14])[F:1])=[N:4]2)=[C:9]([Cl:18])[N:8]=1. Reactants: FC1=C(C=CC(=C1F)F)S(=O)(=O)Cl (2,3,4-trifluorobenzenesulfonyl chloride), CN1CCC(CC1)C1=CNC2=CC=C(C=C12)O (3-(1-methylpiperidin-4-yl)-5-hydroxy-1H-indole), [OH-].[Na+] (sodium hydroxide). Yields the product CN1CCC(CC1)C1=CNC2=CC=C(C=C12)OS(=O)(=O)C1=C(C(=C(C=C1)F)F)F (2,3,4-Trifluorobenzenesulfonic acid 3-(1-methylpiperidin-4-yl)-1H-indol-5-yl ester). Yield: 105.8%. RXN SMILES: [F:1][C:2]1[C:7]([F:8])=[C:6]([F:9])[CH:5]=[CH:4][C:3]=1[S:10](Cl)(=[O:12])=[O:11].[CH3:14][N:15]1[CH2:20][CH2:19][CH:18]([C:21]2[C:29]3[C:24](=[CH:25][CH:26]=[C:27]([OH:30])[CH:28]=3)[NH:23][CH:22]=2)[CH2:17][CH2:16]1.[OH-].[Na+]>>[CH3:14][N:15]1[CH2:20][CH2:19][CH:18]([C:21]2[C:29]3[C:24](=[CH:25][CH:26]=[C:27]([O:30][S:10]([C:3]4[CH:4]=[CH:5][C:6]([F:9])=[C:7]([F:8])[C:2]=4[F:1])(=[O:12])=[O:11])[CH:28]=3)[NH:23][CH:22]=2)[CH2:17][CH2:16]1 |f:2.3|. Reported procedure: By a method similar to Example 31, using 2,3,4-trifluorobenzenesulfonyl chloride (280 mg, 1.2 mmol) and 3-(1-methylpiperidin-4-yl)-5-hydroxy-1H-indole (231 mg, 1.0 mmol) and 0.2 N sodium hydroxide (5.5 mL, 1.1 mmol) gave 449 mg of a purple foam. The crude product was purified by radial chromatography (silica gel, 2000 micron rotor, 100/10 methylene chloride/methanol then 100/10/0.5 methylene chloride/methanol/ammonium hydroxide) to give 418 mg (98%) of homogeneous product. The product was crysta... Reactants: OCC1C(=NOC1CO)C1=C(C=NC=C1)OCOC ([4-hydroxymethyl-3-(3-methoxymethoxy-pyridin-4-yl)-4,5-dihydro-isoxazol-5-yl]-methanol). Solvent: C(Cl)Cl (DCM), FC(C(=O)O)(F)F (triflouroacetic acid). Run at time 8 hour. The product is OCC1C(=NOC1CO)C1=C(C=NC=C1)O (4-(4,5-bis-hydroxymethyl-4,5-dihydro-isoxazol-3-yl)-pyridin-3-ol). Isolated yield 150.4%. As a reaction SMILES: [OH:1][CH2:2][CH:3]1[CH:7]([CH2:8][OH:9])[O:6][N:5]=[C:4]1[C:10]1[CH:15]=[CH:14][N:13]=[CH:12][C:11]=1[O:16]COC>C(Cl)Cl.FC(F)(F)C(O)=O>[OH:1][CH2:2][CH:3]1[CH:7]([CH2:8][OH:9])[O:6][N:5]=[C:4]1[C:10]1[CH:15]=[CH:14][N:13]=[CH:12][C:11]=1[OH:16]. Reported procedure: To a solution of intermediate compound 12 (3.8 g, 0.0142 mol) in 100 ml of DCM, 25 ml of triflouroacetic acid were added portionwise at room temperature. The reaction was stirred overnight at room temperature. The solvent was evaporated and the residue was co-evaporated with ethanol. Yielding 4.79 g (100, crude product) of 4-(4,5-bis-hydroxymethyl-4,5-dihydro-isoxazol-3-yl)-pyridin-3-ol (intermediate compound 13). Reactants: C(C)#N (acetonitrile), COC(=O)C1=C(SCCCCCC(=O)OC)[C@H]([C@@H](C1)O[Si](C)(C)C(C)(C)C)\C=C\[C@H](C[C@@H](CCCC)C)O[Si](C)(C)C(C)(C)C (methyl (11R,12S,13E,15S,17R)-9-methoxycarbonyl-11,15-bis(tert-butyldimethylsiloxy)-17,20-dimethyl-7-thiaprosta-8,13-dienoate), N1=CC=CC=C1.F (hydrogen fluoride-pyridine). The solvent is N1=CC=CC=C1 (pyridine), N1=CC=CC=C1 (pyridine). Conditions: time 15 hour. Yields the product COC(=O)C1=C(SCCCCCC(=O)OC)[C@H]([C@@H](C1)O)\C=C\[C@H](C[C@@H](CCCC)C)O (methyl (11R,12S,13E,15S,17R)-9-methoxycarbonyl-11,15-dihydroxy-17,20-dimethyl-7-thiaprosta-8,13-dienoate). The yield is 79.0%. Reaction SMILES: C(#N)C.N1C=CC=CC=1.F.[CH3:11][O:12][C:13]([C:15]1[CH2:29][C@@H:28]([O:30][Si](C(C)(C)C)(C)C)[C@H:27](/[CH:38]=[CH:39]/[C@@H:40]([O:48][Si](C(C)(C)C)(C)C)[CH2:41][C@H:42]([CH3:47])[CH2:43][CH2:44][CH2:45][CH3:46])[C:16]=1[S:17][CH2:18][CH2:19][CH2:20][CH2:21][CH2:22][C:23]([O:25][CH3:26])=[O:24])=[O:14]>N1C=CC=CC=1>[CH3:11][O:12][C:13]([C:15]1[CH2:29][C@@H:28]([OH:30])[C@H:27](/[CH:38]=[CH:39]/[C@@H:40]([OH:48])[CH2:41][C@H:42]([CH3:47])[CH2:43][CH2:44][CH2:45][CH3:46])[C:16]=1[S:17][CH2:18][CH2:19][CH2:20][CH2:21][CH2:22][C:23]([O:25][CH3:26])=[O:24])=[O:14] |f:1.2|. Procedure details: To a solution of ice-cooled acetonitrile (1 mL) and pyridine (10 mL) was added a hydrogen fluoride-pyridine (0.1 mL). To this solution was added methyl (11R,12S,13E,15S,17R)-9-methoxycarbonyl-11,15-bis(tert-butyldimethylsiloxy)-17,20-dimethyl-7-thiaprosta-8,13-dienoate (67 mg, 0.097 mmol) in pyridine (0.1 mL). The ice bath was removed and the solution was agitated for 15 hours while returning it to room temperature. The reaction solution was poured into a mixture of ethyl acetate and saturated a...